This data is from the Open Reaction Database (ORD), a public repository of structured organic reaction records. The task is: describe an organic reaction: reactants, conditions, products, and yield Starting materials: NC1=CC=C(C(=O)NC2CN(N(C2)CC)CC)C=C1 (4-amino-N-(1,2-diethyl-4-pyrazolidinyl)benzamide), Cl[O-].[Na+] (sodium hypochlorite). Product: NC1=CC=C(C(=O)NC2C=NN(C2)CC)C=C1 (4-Amino-N-(4,5-dihydro-1-ethyl-1H-pyrazol-4-yl)benzamide). RXN SMILES: [NH2:1][C:2]1[CH:19]=[CH:18][C:5]([C:6]([NH:8][CH:9]2[CH2:13][N:12](CC)[N:11]([CH2:16][CH3:17])[CH2:10]2)=[O:7])=[CH:4][CH:3]=1.Cl[O-].[Na+]>>[NH2:1][C:2]1[CH:19]=[CH:18][C:5]([C:6]([NH:8][CH:9]2[CH2:10][N:11]([CH2:16][CH3:17])[N:12]=[CH:13]2)=[O:7])=[CH:4][CH:3]=1 |f:1.2|. Procedure details: In accordance with the procedure of Example 2, 4-amino-N-(1,2-diethyl-4-pyrazolidinyl)benzamide is reacted with sodium hypochlorite and the product is isolated. The reactants are COC1=C(C=CC(=C1)OC)C=1N(N=C2C(=CC=CC12)F)C(C)C (3-(2,4-dimethoxyphenyl)-7-fluoro-2-isopropyl-2H-indazole), B(Br)(Br)Br (boron tribromide), C1=CCCCC1 (cyclohexene). Product: FC1=CC=CC2=C(N(N=C12)C(C)C)C1=C(C=C(C=C1)O)O (4-(7-fluoro-2-isopropyl-2H-indazole-3-yl)benzene-1,3-diol). Isolated yield 36.5%. Reaction SMILES: C[O:2][C:3]1[CH:8]=[C:7]([O:9]C)[CH:6]=[CH:5][C:4]=1[C:11]1[N:12]([CH:21]([CH3:23])[CH3:22])[N:13]=[C:14]2[C:19]=1[CH:18]=[CH:17][CH:16]=[C:15]2[F:20].B(Br)(Br)Br.C1CCCCC=1>>[F:20][C:15]1[C:14]2[C:19](=[C:11]([C:4]3[CH:5]=[CH:6][C:7]([OH:9])=[CH:8][C:3]=3[OH:2])[N:12]([CH:21]([CH3:23])[CH3:22])[N:13]=2)[CH:18]=[CH:17][CH:16]=1. Procedure details: Prepared according to Method D step C from 3-(2,4-dimethoxyphenyl)-7-fluoro-2-isopropyl-2H-indazole (0.07 g, 0.22 mmol), boron tribromide (0.12 mL, 1.2 mmol) and 1.0 mL of cyclohexene to give the product (0.023 g) as a white solid.